This data is from the Open Reaction Database (ORD), a public repository of structured organic reaction records. The task is: describe an organic reaction: reactants, conditions, products, and yield The reactants are ONC(C=1C=C2C=C(NC2=CC1)CCC(=O)OCC)=N (ethyl 3-{5-[(hydroxyamino)(imino)methyl]-1H-indol-2-yl}propanoate), CCN=C=NCCCN(C)C (EDCI), C=1C=CC2=C(C1)N=NN2O (HOBT), ClC=1C=C(C(=O)O)C=CC1OC(C)C (3-chloro-4-[(1-methylethyl)oxy]benzoic acid). Run in CN(C)C=O (DMF), CCOC(=O)C (EtOAc). Conditions: time 1 hour. Product: ClC=1C=C(C=CC1OC(C)C)C1=NC(=NO1)C=1C=C2C=C(NC2=CC1)CCC(=O)OCC (ethyl 3-[5-(5-{3-chloro-4-[(1-methylethyl)oxy]phenyl}-1,2,4-oxadiazol-3-yl)-1H-indol-2-yl]propanoate). Yield: 29.9%. RXN SMILES: CCN=C=NCCCN(C)C.C1C=CC2N(O)N=NC=2C=1.[Cl:22][C:23]1[CH:24]=[C:25]([CH:29]=[CH:30][C:31]=1[O:32][CH:33]([CH3:35])[CH3:34])[C:26]([OH:28])=O.O[NH:37][C:38](=[NH:55])[C:39]1[CH:40]=[C:41]2[C:45](=[CH:46][CH:47]=1)[NH:44][C:43]([CH2:48][CH2:49][C:50]([O:52][CH2:53][CH3:54])=[O:51])=[CH:42]2>CN(C=O)C.CCOC(C)=O>[Cl:22][C:23]1[CH:24]=[C:25]([C:26]2[O:28][N:55]=[C:38]([C:39]3[CH:40]=[C:41]4[C:45](=[CH:46][CH:47]=3)[NH:44][C:43]([CH2:48][CH2:49][C:50]([O:52][CH2:53][CH3:54])=[O:51])=[CH:42]4)[N:37]=2)[CH:29]=[CH:30][C:31]=1[O:32][CH:33]([CH3:35])[CH3:34]. Reported procedure: EDCI (144 mg) and HOBT (104 mg) were added to a solution of 3-chloro-4-[(1-methylethyl)oxy]benzoic acid (D32) (150 mg) in DMF (5 mL) at RT. The resulting solution was stirred for 10 min. ethyl 3-{5-[(hydroxyamino)(imino)methyl]-1H-indol-2-yl}propanoate (D31) (193 mg) was added and the reaction mixture was stirred at RT for 1 hour. The reaction mixture was heated to 80° C. and stirred at that temperature for 6 hours. EtOAc (50 mL) was added and the organic solution was washed with water (50 mL), ... The reactants are ice, [Cl-].[Na+] (sodium chloride), N[C@@H]1[C@@H]2N(C(=C(CS2)C)C(=O)OC(C)(C)C)C1=O (t-butyl 7α-amino-3-methyl-3-cephem-4-carboxylate), Br (hydrobromic acid), N(=O)[O-].[Na+] (sodium nitrite). Solvent: O (water), C(C)O (ethanol). Yields the product Br[C@@H]1[C@@H]2N(C(=C(CS2)C)C(=O)OC(C)(C)C)C1=O (t-butyl 7α-bromo-3-methyl-3-cephem-4carboxylate). Yield: 50.0%. Reaction SMILES: N[C@H:2]1[C:17](=[O:18])[N:4]2[C:5]([C:10]([O:12][C:13]([CH3:16])([CH3:15])[CH3:14])=[O:11])=[C:6]([CH3:9])[CH2:7][S:8][C@H:3]12.[BrH:19].N([O-])=O.[Na+].[Cl-].[Na+]>O.C(O)C>[Br:19][C@H:2]1[C:17](=[O:18])[N:4]2[C:5]([C:10]([O:12][C:13]([CH3:16])([CH3:15])[CH3:14])=[O:11])=[C:6]([CH3:9])[CH2:7][S:8][C@H:3]12 |f:2.3,4.5|. Procedure: To an ice-cooled mixture of t-butyl 7α-amino-3-methyl-3-cephem-4-carboxylate (1.3 g, 0.0048 mol), ethanol (30 ml), water (8.5 ml), hydrobromic acid (48%, 5.83 ml), sodium nitrite (0.48 g, 0.00696 mol) was added portionwise over 15 minutes and the mixture was stirred at ice-temperature (-5° C.) for 3 hours, saturated with sodium chloride, extracted with ethyl acetate (3 times). The combined ethyl acetate extract was washed with water, brine, dried and concentrated to give 800 mg (50%) of pure t-b... The reactants are [N+](=O)([O-])C1=C(C=NC=C1)N1CCC2=CC=CC=C12 (2,3-dihydro-1-(4-nitro-3-pyridinyl)-1H-indole), N-oxide. Solvent: C(C)O (ethanol). The product is NC1=C(C=NC=C1)N1CCC2=CC=CC=C12 (1-(4-Amino-3-pyridinyl)-2,3-dihydro-1H-indole). RXN SMILES: [N+:1]([C:4]1[CH:9]=[CH:8][N:7]=[CH:6][C:5]=1[N:10]1[C:18]2[C:13](=[CH:14][CH:15]=[CH:16][CH:17]=2)[CH2:12][CH2:11]1)([O-])=O>C(O)C>[NH2:1][C:4]1[CH:9]=[CH:8][N:7]=[CH:6][C:5]=1[N:10]1[C:18]2[C:13](=[CH:14][CH:15]=[CH:16][CH:17]=2)[CH2:12][CH2:11]1. Reported procedure: A solution of 2,3-dihydro-1-(4-nitro-3-pyridinyl)-1H-indole, N-oxide (4.5 g) in 250 ml ethanol containing 0.5 g platinum oxide was hydrogenated at 50 psi (pounds per square inch) for five hours and thereafter filtered and concentrated to an oil. This oil was purified by flash chromatography (silica, 10% methanol in dichloromethane) to give 4 g oil. This oil was converted to the hydrochloride salt and recrystallized twice from ethanol/ether to give 3 g crystals, d 274°. The reactants are ClC1=CC(=C(CN2N=CC3=CC(=CC=C23)\C=C/2\C(N(C(S2)=O)C[C@H]2NC[C@@H](C2)O)=O)C=C1)C(F)(F)F ((5Z)-5-({1-[4-chloro-2-(trifluoromethyl)benzyl]-1H-indazol-5-yl}methylidene)-3-{[(2S,4R)-4-hydroxypyrrolidin-2-yl]methyl}-1,3-thiazolidine-2,4-dione), C=O (formaldehyde). Yields the product ClC1=CC(=C(CN2N=CC3=CC(=CC=C23)\C=C/2\C(N(C(S2)=O)C[C@H]2N(C[C@@H](C2)O)C)=O)C=C1)C(F)(F)F ((5Z)-5-({1-[4-Chloro-2-(trifluoromethyl)benzyl]-1H-indazol-5-yl}methylidene)-3-{[(2S,4R)-4-hydroxy-1-methylpyrrolidin-2-yl]methyl}-1,3-thiazolidine-2,4-dione). As a reaction SMILES: [Cl:1][C:2]1[CH:32]=[CH:31][C:5]([CH2:6][N:7]2[C:15]3[C:10](=[CH:11][C:12](/[CH:16]=[C:17]4/[C:18](=[O:30])[N:19]([CH2:23][C@@H:24]5[CH2:28][C@@H:27]([OH:29])[CH2:26][NH:25]5)[C:20](=[O:22])[S:21]/4)=[CH:13][CH:14]=3)[CH:9]=[N:8]2)=[C:4]([C:33]([F:36])([F:35])[F:34])[CH:3]=1.[CH2:37]=O>>[Cl:1][C:2]1[CH:32]=[CH:31][C:5]([CH2:6][N:7]2[C:15]3[C:10](=[CH:11][C:12](/[CH:16]=[C:17]4/[C:18](=[O:30])[N:19]([CH2:23][C@@H:24]5[CH2:28][C@@H:27]([OH:29])[CH2:26][N:25]5[CH3:37])[C:20](=[O:22])[S:21]/4)=[CH:13][CH:14]=3)[CH:9]=[N:8]2)=[C:4]([C:33]([F:36])([F:35])[F:34])[CH:3]=1. Procedure details: (5Z)-5-({1-[4-Chloro-2-(trifluoromethyl)benzyl]-1H-indazol-5-yl}methylidene)-3-{[(2S,4R)-4-hydroxy-1-methylpyrrolidin-2-yl]methyl}-1,3-thiazolidine-2,4-dione was prepared from (5Z)-5-({1-[4-chloro-2-(trifluoromethyl)benzyl]-1H-indazol-5-yl}methylidene)-3-{[(2S,4R)-4-hydroxypyrrolidin-2-yl]methyl}-1,3-thiazolidine-2,4-dione and formaldehyde following General Procedure R. The reactants are CC(CCN1CC(Oc2ccc(Cl)cc2)C1)NC(=O)OC(C)(C)C, ClCCl, O=C(O)C(F)(F)F. The product is CC(N)CCN1CC(Oc2ccc(Cl)cc2)C1. Reaction SMILES: [C:1]([O:2][C:3](=[O:4])[NH:7][CH:8]([CH2:9][CH2:10][N:11]1[CH2:12][CH:13]([O:15][c:16]2[cH:17][cH:18][c:19]([Cl:22])[cH:20][cH:21]2)[CH2:14]1)[CH3:23])([CH3:5])([CH3:6])[CH3:24].[Cl:32][CH2:33][Cl:34].[OH:25][C:26]([C:27]([F:28])([F:29])[F:30])=[O:31]>>[NH2:7][CH:8]([CH2:9][CH2:10][N:11]1[CH2:12][CH:13]([O:15][c:16]2[cH:17][cH:18][c:19]([Cl:22])[cH:20][cH:21]2)[CH2:14]1)[CH3:23]. Starting materials: C(C)(=O)C=1C=C(C(=O)OC)C=C(C1O)Br (methyl 3-acetyl-5-bromo-4-hydroxybenzoate), C(=O)([O-])[O-].[K+].[K+] (K2CO3), CI (methyl iodide). The solvent is CC(=O)C (acetone). The product is C(C)(=O)C=1C=C(C(=O)OC)C=C(C1OC)Br (methyl 3-acetyl-5-bromo-4-methoxybenzoate). RXN SMILES: [C:1]([C:4]1[CH:5]=[C:6]([CH:11]=[C:12]([Br:15])[C:13]=1[OH:14])[C:7]([O:9][CH3:10])=[O:8])(=[O:3])[CH3:2].[C:16]([O-])([O-])=O.[K+].[K+].CI>CC(C)=O>[C:1]([C:4]1[CH:5]=[C:6]([CH:11]=[C:12]([Br:15])[C:13]=1[O:14][CH3:16])[C:7]([O:9][CH3:10])=[O:8])(=[O:3])[CH3:2] |f:1.2.3|. Procedure: 1 eq. of methyl 3-acetyl-5-bromo-4-hydroxybenzoate (preparation, see Example 19) was reacted, in acetone, with 2.0 eq. of K2CO3 and 2.1 eq. of methyl iodide to give methyl 3-acetyl-5-bromo-4-methoxybenzoate. Colorless oil, MS (ES): 288 (M+1). Reactants: Cc1ccc(S(=O)(=O)N2CCCC2C(=O)Cl)cc1, Cc1ccc(S(=O)(=O)N2CCCC2C(=O)n2cc(-c3ccccc3)c3ccccc32)cc1. Yields the product c1ccc(-c2c[nH]c3ccccc23)cc1. Reaction SMILES: [S:1]([N:2]1[CH2:3][CH2:4][CH2:5][CH:6]1[C:7]([Cl:8])=[O:9])([c:10]1[cH:11][cH:12][c:13]([CH3:14])[cH:15][cH:16]1)(=[O:17])=[O:18].[c:19]1(-[c:25]2[cH:26][n:27]([C:34](=[O:35])[CH:36]3[CH2:37][CH2:38][CH2:39][N:40]3[S:41]([c:42]3[cH:43][cH:44][c:45]([CH3:46])[cH:47][cH:48]3)(=[O:49])=[O:50])[c:28]3[cH:29][cH:30][cH:31][cH:32][c:33]23)[cH:20][cH:21][cH:22][cH:23][cH:24]1>>[c:19]1(-[c:25]2[cH:26][nH:27][c:28]3[cH:29][cH:30][cH:31][cH:32][c:33]23)[cH:20][cH:21][cH:22][cH:23][cH:24]1.